describe an organic reaction: reactants, conditions, products, and yield From a dataset of the Open Reaction Database (ORD), a public repository of structured organic reaction records. Yields the product NC=1SC(=C(N1)C)C(=O)OCC (Ethyl 2-Amino-4-methyl-5-thiazolecarboxylate). Procedure details: A mixture of ethyl 2-chloroacetoacetate (50 g, 0.30 mol, Aldrich) and thiourea (45.6 g, 0.60 mol) in 400 mL of absolute ethanol was heated to reflux. After refluxing overnight the reaction mixture was allowed to cool to room temperature and then concentrated to half the original volume in vacuo. The remaining ethanol solution was poured into H2O (1L) and made basic (pH 10) with 2N NaOH. An off-white solid precipitated immediately. The mixture was stirred for ~10 minutes and then the solid was re... The solvent is C(C)O (ethanol). Yield: 98.0%. The reactants are ClC(C(=O)OCC)C(=O)C (ethyl 2-chloroacetoacetate), NC(=S)N (thiourea). As a reaction SMILES: Cl[CH:2]([C:8]([CH3:10])=O)[C:3]([O:5][CH2:6][CH3:7])=[O:4].[NH2:11][C:12]([NH2:14])=[S:13]>C(O)C>[NH2:14][C:12]1[S:13][C:2]([C:3]([O:5][CH2:6][CH3:7])=[O:4])=[C:8]([CH3:10])[N:11]=1.